Dataset: the Open Reaction Database (ORD), a public repository of structured organic reaction records. Task: describe an organic reaction: reactants, conditions, products, and yield Starting materials: CS(=O)C1=NC(=CC(=N1)C1=C(N=C(S1)NC(=O)N1C=NC=C1)C)C (imidazole-1-carboxylic acid [5-(2-methanesulfinyl-6-methyl-pyrimidin-4-yl)-4-methyl-thiazol-2-yl]-amide), C(C)N1C=NC(=C1)CCN (2-(1-ethyl-1H-imidazol-4-yl)-ethylamine). The product is C(C)N1C=NC(=C1)CCNC(=O)NC=1SC(=C(N1)C)C1=NC(=NC(=C1)C)S(=O)C (1-[2-(1-Ethyl-1H-imidazol-4-yl)-ethyl]-3-[5-(2-methanesulfinyl-6-methyl-pyrimidin-4-yl)-4-methyl-thiazol-2-yl]-urea). Reaction SMILES: [CH3:1][S:2]([C:4]1[N:9]=[C:8]([C:10]2[S:14][C:13]([NH:15][C:16]([N:18]3[CH:22]=[CH:21]N=C3)=[O:17])=[N:12][C:11]=2[CH3:23])[CH:7]=[C:6]([CH3:24])[N:5]=1)=[O:3].[CH2:25]([N:27]1[CH:31]=[C:30](CCN)[N:29]=[CH:28]1)[CH3:26]>>[CH2:25]([N:27]1[CH:31]=[C:30]([CH2:21][CH2:22][NH:18][C:16]([NH:15][C:13]2[S:14][C:10]([C:8]3[CH:7]=[C:6]([CH3:24])[N:5]=[C:4]([S:2]([CH3:1])=[O:3])[N:9]=3)=[C:11]([CH3:23])[N:12]=2)=[O:17])[N:29]=[CH:28]1)[CH3:26]. Procedure details: This compound is prepared from imidazole-1-carboxylic acid [5-(2-methanesulfinyl-6-methyl-pyrimidin-4-yl)-4-methyl-thiazol-2-yl]-amide (imidazole-urea intermediate BD) and 2-(1-ethyl-1H-imidazol-4-yl)-ethylamine (thiourea intermediate CC1) using general procedure A.